From a dataset of the Open Reaction Database (ORD), a public repository of structured organic reaction records. describe an organic reaction: reactants, conditions, products, and yield Starting materials: N(C1=CC=CC=C1)C1CNCC1 (3-Anilinopyrrolidine), C1(=CC=C(C=C1)S(=O)(=O)OCCC1=CC=C(C=C1)F)C (2-(4-fluorophenyl)ethyl p-toluenesulfonate), C([O-])([O-])=O.[K+].[K+] (potassium carbonate). Solvent: C(C)#N (acetonitrile). The product is N(C1=CC=CC=C1)C1CN(CC1)CCC1=CC=C(C=C1)F (3-anilino-1-(2-(4-fluorophenyl)ethyl)pyrrolidine). Yield: 71.6%. Reaction SMILES: [NH:1]([CH:8]1[CH2:12][CH2:11][NH:10][CH2:9]1)[C:2]1[CH:7]=[CH:6][CH:5]=[CH:4][CH:3]=1.C1(C)C=CC(S(O[CH2:23][CH2:24][C:25]2[CH:30]=[CH:29][C:28]([F:31])=[CH:27][CH:26]=2)(=O)=O)=CC=1.C(=O)([O-])[O-].[K+].[K+]>C(#N)C>[NH:1]([CH:8]1[CH2:12][CH2:11][N:10]([CH2:23][CH2:24][C:25]2[CH:30]=[CH:29][C:28]([F:31])=[CH:27][CH:26]=2)[CH2:9]1)[C:2]1[CH:3]=[CH:4][CH:5]=[CH:6][CH:7]=1 |f:2.3.4|. Reported procedure: 3-Anilinopyrrolidine (0.67 g) and 2-(4-fluorophenyl)ethyl p-toluenesulfonate (1.2 g) were dissolved in acetonitrile (20 ml), and potassium carbonate (2 g) was added. The mixture was refluxed for 3 hours, and after the completion of the reaction, the solvent was evaporated under reduced pressure. The obtained residue was dissolved in ethyl acetate, washed with an aqueous potassium carbonate solution, and dried over magnesium sulfate. The solvent was evaporated under reduced pressure, and the obta... The reactants are C(C)(=O)O (acetic acid), ice water, S1C=C(C=C1)C1=NN=NN1CC(=O)O ([5-(3-thienyl)tetrazol-1-yl] acetic acid), C(CCCO)O (1,4-butanediol), C1(CCCCC1)N=C=NC1CCCCC1 (dicyclohexylcarbodiimide). The yield is 60.3%. The solvent is CN(C=O)C (N,N-dimethylformamide). Reported procedure: To a solution of 1 g (4.76 mM) of [5-(3-thienyl)tetrazol-1-yl] acetic acid and 514 mg (5.71 mM) of 1,4-butanediol in 10 ml of N,N-dimethylformamide was added 1.08 g (5.23 mM) of dicyclohexylcarbodiimide at room temperature. After the mixture was stirred at room temperature for 30 min, a small amount of acetic acid was added to the mixture and then was stirred for 30 min. The mixture was poured into ice-water. The precipitated crystal was filtered off and washed with water. The filtrate was extra... RXN SMILES: [S:1]1[CH:5]=[CH:4][C:3]([C:6]2[N:10]([CH2:11][C:12]([OH:14])=[O:13])[N:9]=[N:8][N:7]=2)=[CH:2]1.[CH2:15](O)[CH2:16][CH2:17][CH2:18][OH:19].C1(N=C=NC2CCCCC2)CCCCC1.C(O)(=O)C>CN(C)C=O>[OH:19][CH2:18][CH2:17][CH2:16][CH2:15][O:13][C:12](=[O:14])[CH2:11][N:10]1[C:6]([C:3]2[CH:4]=[CH:5][S:1][CH:2]=2)=[N:7][N:8]=[N:9]1. The product is OCCCCOC(CN1N=NN=C1C1=CSC=C1)=O ([5-(3-thienyl)tetrazol-1-yl] acetic acid 4-hydroxybutyl ester). Reaction conditions: time 30 minute. The solvent is C1(=CC=CC=C1)C (toluene), C1(=CC=CC=C1)C (toluene). As a reaction SMILES: CO[C:3](=[O:20])[C:4]1[CH:9]=[CH:8][C:7]([O:10][C:11]2[CH:16]=[CH:15][CH:14]=[CH:13][C:12]=2CC)=[CH:6][C:5]=1[Br:19].[CH3:21][CH:22](C[AlH]CC(C)C)C.Cl.CCOCC>C1(C)C=CC=CC=1>[Br:19][C:5]1[CH:6]=[C:7]([O:10][C:11]2[CH:12]=[CH:13][C:14]([CH2:21][CH3:22])=[CH:15][CH:16]=2)[CH:8]=[CH:9][C:4]=1[CH2:3][OH:20]. Isolated yield 94.4%. Starting materials: COC(C1=C(C=C(C=C1)OC1=C(C=CC=C1)CC)Br)=O (2-bromo-4-(ethylphenoxy)-benzoic acid methyl ester), CC(C)C[AlH]CC(C)C (DIBAL), Cl (hydrochloric acid), CCOCC (ether). Run at temperature -78 celsius, time 1.5 hour. The product is BrC1=C(C=CC(=C1)OC1=CC=C(C=C1)CC)CO ([2-bromo-4-(4-ethylphenoxy)phenyl]methanol). Procedure: Under a nitrogen stream, to a solution of 2-bromo-4-(ethylphenoxy)-benzoic acid methyl ester (90 mg, 0.269 mmol) in anhydrous toluene (2 ml), a toluene solution of DIBAL (1M, 0.537 ml, 0.537 mmol) was added dropwise at −78° C. The reaction mixture was stirred at −78° C. for 1.5 hours and at room temperature for 1.5 hours. The reaction mixture was cooled again to −78° C., followed by addition of 1N hydrochloric acid (0.2 ml) and ether (3.5 ml). The reaction mixture was extracted with ethyl acetat... Starting materials: CC(C)(C)OC(=O)N1CCC(O)CC1, Cc1cc([N+](=O)[O-])cc(C)c1O, ClCCl, CCOC(=O)N=NC(=O)OCC, c1ccc(P(c2ccccc2)c2ccccc2)cc1. Reaction SMILES: [C:1]([CH3:2])([CH3:3])([CH3:4])[O:5][C:6](=[O:7])[N:8]1[CH2:9][CH2:10][CH:11]([OH:14])[CH2:12][CH2:13]1.[CH3:15][c:16]1[c:17]([OH:26])[c:18]([CH3:25])[cH:19][c:20]([N+:22](=[O:23])[O-:24])[cH:21]1.[Cl:58][CH2:59][Cl:60].[O:46]=[C:47]([O:48][CH2:49][CH3:50])[N:51]=[N:52][C:53]([O:54][CH2:55][CH3:56])=[O:57].[c:27]1([P:28]([c:29]2[cH:30][cH:31][cH:32][cH:33][cH:34]2)[c:35]2[cH:36][cH:37][cH:38][cH:39][cH:40]2)[cH:41][cH:42][cH:43][cH:44][cH:45]1>>[C:1]([CH3:2])([CH3:3])([CH3:4])[O:5][C:6](=[O:7])[N:8]1[CH2:9][CH2:10][CH:11]([O:14][c:17]2[c:16]([CH3:15])[cH:21][c:20]([N+:22](=[O:23])[O-:24])[cH:19][c:18]2[CH3:25])[CH2:12][CH2:13]1. Product: Cc1cc([N+](=O)[O-])cc(C)c1OC1CCN(C(=O)OC(C)(C)C)CC1. The reactants are C(#N)C1(CC1)NC(=O)[C@H]1N(C[C@@H](C1)S(=O)(=O)C1=C(C=C(C=C1)F)C(F)(F)F)C=1N(N=C(C1)C)C1CCOCC1 ((2S,4R)-4-(4-fluoro-2-trifluoromethyl-benzenesulfonyl)-1-[5-methyl-2-(tetrahydro-pyran-4-yl)-2H-pyrazol-3-yl]-pyrrolidine-2-carboxylic acid (1-cyano-cyclopropyl)-amide), CN1CCNCC1 (1-methylpiperazine). Yields the product C(#N)C1(CC1)NC(=O)[C@H]1N(C[C@@H](C1)S(=O)(=O)C1=C(C=C(C=C1)N1CCN(CC1)C)C(F)(F)F)C=1N(N=C(C1)C)C1CCOCC1 ((2S,4R)-4-[4-(4-Methyl-piperazin-1-yl)-2-trifluoromethyl-benzenesulfonyl]-1-[5-methyl-2-(tetrahydro-pyran-4-yl)-2H-pyrazol-3-yl]-pyrrolidine-2-carboxylic acid (1-cyano-cyclopropyl)-amide). As a reaction SMILES: [C:1]([C:3]1([NH:6][C:7]([C@@H:9]2[CH2:13][C@@H:12]([S:14]([C:17]3[CH:22]=[CH:21][C:20](F)=[CH:19][C:18]=3[C:24]([F:27])([F:26])[F:25])(=[O:16])=[O:15])[CH2:11][N:10]2[C:28]2[N:29]([CH:34]3[CH2:39][CH2:38][O:37][CH2:36][CH2:35]3)[N:30]=[C:31]([CH3:33])[CH:32]=2)=[O:8])[CH2:5][CH2:4]1)#[N:2].[CH3:40][N:41]1[CH2:46][CH2:45][NH:44][CH2:43][CH2:42]1>>[C:1]([C:3]1([NH:6][C:7]([C@@H:9]2[CH2:13][C@@H:12]([S:14]([C:17]3[CH:22]=[CH:21][C:20]([N:44]4[CH2:45][CH2:46][N:41]([CH3:40])[CH2:42][CH2:43]4)=[CH:19][C:18]=3[C:24]([F:27])([F:26])[F:25])(=[O:15])=[O:16])[CH2:11][N:10]2[C:28]2[N:29]([CH:34]3[CH2:35][CH2:36][O:37][CH2:38][CH2:39]3)[N:30]=[C:31]([CH3:33])[CH:32]=2)=[O:8])[CH2:4][CH2:5]1)#[N:2]. Reported procedure: In analogy to the procedure described in example 389, (2S,4R)-4-(4-fluoro-2-trifluoromethyl-benzenesulfonyl)-1-[5-methyl-2-(tetrahydro-pyran-4-yl)-2H-pyrazol-3-yl]-pyrrolidine-2-carboxylic acid (1-cyano-cyclopropyl)-amide (example 396c) was reacted with 1-methylpiperazine (CAS Reg. No. 109-01-3) to give the title compound as colorless foam. MS (ESI): m/z=650.4 [M+H]+.